This data is from the Open Reaction Database (ORD), a public repository of structured organic reaction records. The task is: describe an organic reaction: reactants, conditions, products, and yield Reactants: BrC(C(=O)[O-])CC=1C=CC(=NC1)OCC=1N=C(OC1C)C1=CC=CC=C1 (2-bromo-3-[2-(5-methyl-2-phenyl-4-oxazolyl-methoxy)-5-pyridyl]propionate), C1CCC2=NCCCN2CC1 (1,8-diazabicyclo[5,4,0]-7-undecene), C1(=CC=CC=C1)C (toluene). Solvent: O (water). Run at time 2 hour. Yields the product CC1=C(N=C(O1)C1=CC=CC=C1)COC1=NC=C(C=C1)/C=C/C(=O)OC (methyl (E)-3-[2-(5-methyl-2-phenyl-4-oxazolylmethoxy)-5-pyridyl]acrylate). Isolated yield 83.5%. RXN SMILES: Br[CH:2]([CH2:6][C:7]1[CH:8]=[CH:9][C:10]([O:13][CH2:14][C:15]2[N:16]=[C:17]([C:21]3[CH:26]=[CH:25][CH:24]=[CH:23][CH:22]=3)[O:18][C:19]=2[CH3:20])=[N:11][CH:12]=1)[C:3]([O-:5])=[O:4].[CH2:27]1CCN2C(=NCCC2)CC1.C1(C)C=CC=CC=1>O>[CH3:20][C:19]1[O:18][C:17]([C:21]2[CH:26]=[CH:25][CH:24]=[CH:23][CH:22]=2)=[N:16][C:15]=1[CH2:14][O:13][C:10]1[CH:9]=[CH:8][C:7](/[CH:6]=[CH:2]/[C:3]([O:5][CH3:27])=[O:4])=[CH:12][N:11]=1. Procedure details: A mixture of 2-bromo-3-[2-(5-methyl-2-phenyl-4-oxazolyl-methoxy)-5-pyridyl]propionate (4.00 g), 1,8-diazabicyclo[5,4,0]-7-undecene (1.41 g) and toluene (80 ml) was stirred 2 hours at 90°-100° C. The reaction mixture was poured into water and extracted with ethyl acetate. The ethyl acetate layer was washed with water and dried (MgSO4), then the solvent was distilled off under reduced pressure. The residual oily product was subjected to a silica gel chromatography. From the fractions eluted with e... Reactants: OC=1C=C2C=CC(OC2=CC1)=O (6-hydroxycoumarin), C(C)(C)(C)OC(=O)N1CCC2(CC1)CCC(CC2)O (9-hydroxy-3-aza-spiro[5.5]undecane-3-carboxylic acid tert-butyl ester). The product is C1CNCCC12CCC(CC2)OC=2C=C1C=CC(OC1=CC2)=O (6-(3-Aza-spiro[5.5]undec-9-yloxy)-chromen-2-one). As a reaction SMILES: [OH:1][C:2]1[CH:3]=[C:4]2[C:9](=[CH:10][CH:11]=1)[O:8][C:7](=[O:12])[CH:6]=[CH:5]2.C(OC([N:20]1[CH2:25][CH2:24][C:23]2([CH2:30][CH2:29][CH:28](O)[CH2:27][CH2:26]2)[CH2:22][CH2:21]1)=O)(C)(C)C>>[CH2:22]1[C:23]2([CH2:30][CH2:29][CH:28]([O:1][C:2]3[CH:3]=[C:4]4[C:9](=[CH:10][CH:11]=3)[O:8][C:7](=[O:12])[CH:6]=[CH:5]4)[CH2:27][CH2:26]2)[CH2:24][CH2:25][NH:20][CH2:21]1. Procedure: Was prepared according to method A from 6-hydroxycoumarin and 9-hydroxy-3-aza-spiro[5.5]undecane-3-carboxylic acid tert-butyl ester. Mp. 192.9-193.6° C. The reactants are C=C(C)C1(O)c2cc(Br)ccc2Oc2cnc(Cl)cc21, C1CCOC1, CCOCC, [Na+], [OH-], O, OO. Product: CC(CO)C1(O)c2cc(Br)ccc2Oc2cnc(Cl)cc21. RXN SMILES: [Br:1][c:2]1[cH:3][c:4]2[c:14]([cH:15][cH:16]1)[O:13][c:7]1[c:6]([cH:11][c:10]([Cl:12])[n:9][cH:8]1)[C:5]2([OH:17])[C:18](=[CH2:19])[CH3:20].[CH2:25]1[O:26][CH2:27][CH2:28][CH2:29]1.[CH3:31][CH2:32][O:33][CH2:34][CH3:35].[Na+:22].[OH-:21].[OH2:30].[OH:23][OH:24]>>[Br:1][c:2]1[cH:3][c:4]2[c:14]([cH:15][cH:16]1)[O:13][c:7]1[c:6]([cH:11][c:10]([Cl:12])[n:9][cH:8]1)[C:5]2([OH:17])[CH:18]([CH2:19][OH:21])[CH3:20]. Starting materials: CCC(C)CO, COCCOC, CC(C)(C)[O-], Nc1nc(Cl)nc2c1ncn2C1CCCCO1, [Na+], O. The product is CCC(C)COc1nc(N)c2ncn(C3CCCCO3)c2n1. RXN SMILES: [CH3:1][CH:2]([CH2:3][OH:4])[CH2:5][CH3:6].[CH3:30][O:31][CH2:32][CH2:33][O:34][CH3:35].[CH3:7][C:8]([CH3:9])([O-:10])[CH3:11].[Cl:13][c:14]1[n:15][c:16]([NH2:29])[c:17]2[n:18][cH:19][n:20]([CH:23]3[O:24][CH2:25][CH2:26][CH2:27][CH2:28]3)[c:21]2[n:22]1.[Na+:12].[OH2:36]>>[CH3:1][CH:2]([CH2:3][O:4][c:14]1[n:15][c:16]([NH2:29])[c:17]2[n:18][cH:19][n:20]([CH:23]3[O:24][CH2:25][CH2:26][CH2:27][CH2:28]3)[c:21]2[n:22]1)[CH2:5][CH3:6]. The reactants are C1(CC1)CC(=O)NC=1N=C2N(N=C(C=C2)I)C1 (2-cyclopropyl-N-(6-iodoimidazo[1,2-b]pyridazin-2-yl)acetamide), FC1=C(C=C(C=C1)O)NC(=O)C1=CC(=NN1C)C (N-(2-fluoro-5-hydroxyphenyl)-1,3-dimethyl-1H-pyrazole-5-carboxamide), C([O-])([O-])=O.[K+].[K+] (potassium carbonate). Solvent: CN(C=O)C (N,N-dimethylformamide). Yields the product C1(CC1)CC(=O)NC=1N=C2N(N=C(C=C2)OC=2C=CC(=C(C2)NC(=O)C2=CC(=NN2C)C)F)C1 (N-[5-({2-[(cyclopropylacetyl)amino]imidazo[1,2-b]pyridazin-6-yl}oxy)-2-fluorophenyl]-1,3-dimethyl-1H-pyrazole-5-carboxamide). The yield is 22.9%. As a reaction SMILES: [CH:1]1([CH2:4][C:5]([NH:7][C:8]2[N:9]=[C:10]3[CH:15]=[CH:14][C:13](I)=[N:12][N:11]3[CH:17]=2)=[O:6])[CH2:3][CH2:2]1.[F:18][C:19]1[CH:24]=[CH:23][C:22]([OH:25])=[CH:21][C:20]=1[NH:26][C:27]([C:29]1[N:33]([CH3:34])[N:32]=[C:31]([CH3:35])[CH:30]=1)=[O:28].C(=O)([O-])[O-].[K+].[K+]>CN(C)C=O>[CH:1]1([CH2:4][C:5]([NH:7][C:8]2[N:9]=[C:10]3[CH:15]=[CH:14][C:13]([O:25][C:22]4[CH:23]=[CH:24][C:19]([F:18])=[C:20]([NH:26][C:27]([C:29]5[N:33]([CH3:34])[N:32]=[C:31]([CH3:35])[CH:30]=5)=[O:28])[CH:21]=4)=[N:12][N:11]3[CH:17]=2)=[O:6])[CH2:3][CH2:2]1 |f:2.3.4|. Reported procedure: Using 2-cyclopropyl-N-(6-iodoimidazo[1,2-b]pyridazin-2-yl)acetamide (171 mg, 0.5 mmol), N-(2-fluoro-5-hydroxyphenyl)-1,3-dimethyl-1H-pyrazole-5-carboxamide (150 mg, 0.6 mmol), potassium carbonate (104 mg, 0.75 mmol) and N,N-dimethylformamide (4 mL), and by a reaction in the same manner as in Example 191, the title compound (53 mg, 23%) was obtained as pale-pink crystals. Starting materials: C=CCOc1ccccc1C1C(C(=O)OCC)=C(C)NC(C(OCC)OCC)=C1C(=O)OCC, CC(C)=O. Yields the product C=CCOc1ccccc1C1C(C(=O)OCC)=C(C)NC(C=O)=C1C(=O)OCC. RXN SMILES: [CH3:1][C:2]1=[C:7]([C:8](=[O:9])[O:10][CH2:11][CH3:12])[CH:6]([c:13]2[c:14]([O:19][CH2:20][CH:21]=[CH2:22])[cH:15][cH:16][cH:17][cH:18]2)[C:5]([C:23](=[O:24])[O:25][CH2:26][CH3:27])=[C:4]([CH:28]([O:29][CH2:33][CH3:34])[O:30][CH2:31][CH3:32])[NH:3]1.[CH3:35][C:36](=[O:37])[CH3:38]>>[CH3:1][C:2]1=[C:7]([C:8](=[O:9])[O:10][CH2:11][CH3:12])[CH:6]([c:13]2[c:14]([O:19][CH2:20][CH:21]=[CH2:22])[cH:15][cH:16][cH:17][cH:18]2)[C:5]([C:23](=[O:24])[O:25][CH2:26][CH3:27])=[C:4]([CH:28]=[O:29])[NH:3]1.